From a dataset of the Open Reaction Database (ORD), a public repository of structured organic reaction records. describe an organic reaction: reactants, conditions, products, and yield Reaction SMILES: [BH4-:26].[C:1]([CH3:2])([CH3:3])([CH3:4])[O:5][C:6](=[O:7])[C:8]12[CH:9]([C:10](=[O:21])[N:11]([CH:13]([CH3:14])[c:15]3[cH:16][cH:17][cH:18][cH:19][cH:20]3)[CH2:12]1)[CH:22]([OH:25])[O:23][CH2:24]2.[CH3:33][CH2:34][OH:35].[Na+:27].[O:28]1[CH2:29][CH2:30][CH2:31][CH2:32]1>>[C:1]([CH3:2])([CH3:3])([CH3:4])[O:5][C:6](=[O:7])[C:8]1([CH2:24][OH:23])[CH:9]([CH2:22][OH:25])[C:10](=[O:21])[N:11]([CH:13]([CH3:14])[c:15]2[cH:16][cH:17][cH:18][cH:19][cH:20]2)[CH2:12]1. Yields the product CC(c1ccccc1)N1CC(CO)(C(=O)OC(C)(C)C)C(CO)C1=O. Reactants: [BH4-], CC(c1ccccc1)N1CC2(C(=O)OC(C)(C)C)COC(O)C2C1=O, CCO, [Na+], C1CCOC1. The reactants are C(=O)C1=C(C=CC=C1)N1CCN(CC1)C(=O)OC(C)(C)C (tert-butyl 4-(2-formylphenyl)piperazinecarboxylate), CNC (dimethylamine), [BH-](OC(=O)C)(OC(=O)C)OC(=O)C.[Na+] (NaBH(OAc)3). Solvent: C1CCOC1 (THF), C(CCl)Cl (ClCH2CH2Cl). Run at time 2 hour. Product: CN(C)CC1=C(C=CC=C1)N1CCN(CC1)C(=O)OC(C)(C)C (tert-butyl 4-{2-[(dimethylamino) methyl]phenyl}piperazinecarboxylate). RXN SMILES: [CH:1]([C:3]1[CH:8]=[CH:7][CH:6]=[CH:5][C:4]=1[N:9]1[CH2:14][CH2:13][N:12]([C:15]([O:17][C:18]([CH3:21])([CH3:20])[CH3:19])=[O:16])[CH2:11][CH2:10]1)=O.[CH3:22][NH:23][CH3:24].[BH-](OC(C)=O)(OC(C)=O)OC(C)=O.[Na+]>C1COCC1.C(Cl)CCl>[CH3:22][N:23]([CH2:1][C:3]1[CH:8]=[CH:7][CH:6]=[CH:5][C:4]=1[N:9]1[CH2:14][CH2:13][N:12]([C:15]([O:17][C:18]([CH3:21])([CH3:20])[CH3:19])=[O:16])[CH2:11][CH2:10]1)[CH3:24] |f:2.3|. Procedure details: To tert-butyl 4-(2-formylphenyl)piperazinecarboxylate (Step 1) (0.6 g, 2.1 mmol), was added dimethylamine (Aldrich) (1.6 mL of a 2.0 M soln in THF, 3.2 mmol) in ClCH2CH2Cl (15 mL) and NaBH(OAc)3 (Aldrich) (0.66 g, 3.2 mmol). The reaction was stirred at RT for 2 h. The mixture was partitioned between CH2Cl2 and satd NaHCO3. The organic layer was washed with brine, dried over Na2SO4, filtered and concentrated in vacuo to give tert-butyl 4-{2-[(dimethylamino) methyl]phenyl}piperazinecarboxylate (0.... RXN SMILES: [OH:1]OS([O-])=O.[K+].[F:7][C:8]1[CH:13]=[CH:12][C:11]([S:14][CH2:15][C:16]2[CH:21]=[CH:20][C:19]([Br:22])=[CH:18][C:17]=2[N+:23]([O-:25])=[O:24])=[CH:10][CH:9]=1.[OH2:26]>C(#N)C>[F:7][C:8]1[CH:9]=[CH:10][C:11]([S:14]([CH2:15][C:16]2[CH:21]=[CH:20][C:19]([Br:22])=[CH:18][C:17]=2[N+:23]([O-:25])=[O:24])(=[O:1])=[O:26])=[CH:12][CH:13]=1 |f:0.1|. Run at time 5 hour. Procedure details: A suspension of oxone (3.55 g) in water (8 ml) was added to a solution of (4-bromo-2-nitrophenyl)methyl 4-fluorophenyl sulfide (Intermediate 66) (0.52 g) in acetonitrile (10 ml). The mixture was stirred for 5 h filtered and the residue was washed with ethyl acetate. The biphasic filtrate was separated, the aqueous layer was re-extracted with ethyl acetate (2×50 ml) and the combined organic extracts were washed with aqueous sodium metabisulphite (5%, 100 ml) and brine. The dried (MgSO4) extracts ... The product is FC1=CC=C(C=C1)S(=O)(=O)CC1=C(C=C(C=C1)Br)[N+](=O)[O-] ((4-Bromo-2-nitrophenyl)methyl 4-fluorophenyl sulfone). The solvent is C(C)#N (acetonitrile). The reactants are FC1=CC=C(C=C1)SCC1=C(C=C(C=C1)Br)[N+](=O)[O-] ((4-bromo-2-nitrophenyl)methyl 4-fluorophenyl sulfide), FC1=CC=C(C=C1)SCC1=C(C=C(C=C1)Br)[N+](=O)[O-] ((4-bromo-2-nitrophenyl)methyl 4-fluorophenyl sulfide), OOS(=O)[O-].[K+] (oxone), O (water). The reactants are CC(=O)NC1=CC=C(C=C1)Br (4-bromoacetanilide), C(C=C)(=O)OCC (ethyl acrylate). Product: C(C)(=O)NC1=CC=C(C=CC(=O)OCC)C=C1 (ethyl 4-(N-acetylamino)-cinnamate). The yield is 10.4%. RXN SMILES: [CH3:1][C:2]([NH:4][C:5]1[CH:10]=[CH:9][C:8](Br)=[CH:7][CH:6]=1)=[O:3].[C:12]([O:16][CH2:17][CH3:18])(=[O:15])[CH:13]=[CH2:14]>>[C:2]([NH:4][C:5]1[CH:10]=[CH:9][C:8]([CH:14]=[CH:13][C:12]([O:16][CH2:17][CH3:18])=[O:15])=[CH:7][CH:6]=1)(=[O:3])[CH3:1]. Procedure: The procedure described in Example 26 is repeated, but using 5.35 g (25 mmols) of 4-bromoacetanilide and 2.99 ml (27.5 mmols) of ethyl acrylate. After a reaction time of 12 hours at 130° C. and working up as described in Example 1, recrystallisation of the crude product from toluene gives 0.60 g (2.6 mmols) of ethyl 4-(N-acetylamino)-cinnamate as pale yellow crystals of melting point 133° C.; yield 10% of theory (conversion figure 1000; Pd content 0.01 mol %). Analysis for C13H15NO3 (molecular w...